Dataset: the Open Reaction Database (ORD), a public repository of structured organic reaction records. Task: describe an organic reaction: reactants, conditions, products, and yield The reactants are aqueous solution, CN (methylamine), N1=C(Cl)N=C(Cl)N=C1Cl (cyanuric chloride), O (water), C(O)([O-])=O.[K+] (potassium hydrogencarbonate), CNC1=NC(=NC(=N1)NC)Cl (2.4-bis(methylamino)-6-chloro-1,3,5-triazine). Run in C(C)#N (acetonitrile). Run at temperature 0 celsius. The product is CNC1=NC(=NC(=N1)NC)NC (2,4,6-tris(methylamino)-1,3,5-triazine). The yield is 78.0%. As a reaction SMILES: [N:1]1C(Cl)=NC(Cl)=N[C:2]=1Cl.CN.O.C(=O)([O-])O.[K+].[CH3:18][NH:19][C:20]1[N:25]=[C:24]([NH:26][CH3:27])[N:23]=[C:22](Cl)[N:21]=1>C(#N)C>[CH3:18][NH:19][C:20]1[N:25]=[C:24]([NH:26][CH3:27])[N:23]=[C:22]([NH:1][CH3:2])[N:21]=1 |f:3.4|. Procedure details: After 18.5 g (0.1 mol) of cyanuric chloride was dissolved into 150 ml of acetonitrile, the resulting mixture was cooled to 0° C. and 15.5 g (0.2 mol) of 40% aqueous solution of methylamine was added dropwise in 1 hour thereto under stirring in such a manner that the reaction temperature did not exceed 5° C. While further stirring, 100 ml of water including 20.0 g (0.2 mol) of potassium hydrogencarbonate was added dropwise at the same temperature. Thereafter, the reaction temperature was graduall... The reactants are Cn1c(=O)oc2ccc(C(=O)Cc3ccc(Br)cc3Cl)cc21, CI, [H-], [Na+], CN(C)C=O. The product is CC(C(=O)c1ccc2oc(=O)n(C)c2c1)c1ccc(Br)cc1Cl. As a reaction SMILES: [Br:1][c:2]1[cH:3][c:4]([Cl:22])[c:5]([CH2:8][C:9](=[O:10])[c:11]2[cH:12][cH:13][c:14]3[c:15]([n:16]([CH3:20])[c:17](=[O:19])[o:18]3)[cH:21]2)[cH:6][cH:7]1.[CH3:25][I:26].[H-:23].[Na+:24].[O:27]=[CH:28][N:29]([CH3:30])[CH3:31]>>[Br:1][c:2]1[cH:3][c:4]([Cl:22])[c:5]([CH:8]([C:9](=[O:10])[c:11]2[cH:12][cH:13][c:14]3[c:15]([n:16]([CH3:20])[c:17](=[O:19])[o:18]3)[cH:21]2)[CH3:25])[cH:6][cH:7]1.